From a dataset of the Open Reaction Database (ORD), a public repository of structured organic reaction records. describe an organic reaction: reactants, conditions, products, and yield Starting materials: CC1=C(C(=C(C(=C1)N)C)Cl)O (2,5-dimethyl-6-chloro-4-aminophenol), FC1=C(C(=O)N=C=O)C(=CC=C1)F (2,6-difluorobenzoyl isocyanate). Solvent: ClCCl (dichloromethane). Reaction conditions: time 1 hour. The product is CC1=C(C=C(C(=C1Cl)O)C)NC(=O)NC(C1=C(C=CC=C1F)F)=O (1-(2,5-dimethyl-3-chloro-4-hydroxyphenyl)-3-(2,6-difluorobenzoyl)urea). Yield: 88.2%. As a reaction SMILES: [CH3:1][C:2]1[CH:7]=[C:6]([NH2:8])[C:5]([CH3:9])=[C:4]([Cl:10])[C:3]=1[OH:11].[F:12][C:13]1[CH:23]=[CH:22][CH:21]=[C:20]([F:24])[C:14]=1[C:15]([N:17]=[C:18]=[O:19])=[O:16]>ClCCl>[CH3:9][C:5]1[C:4]([Cl:10])=[C:3]([OH:11])[C:2]([CH3:1])=[CH:7][C:6]=1[NH:8][C:18]([NH:17][C:15](=[O:16])[C:14]1[C:20]([F:24])=[CH:21][CH:22]=[CH:23][C:13]=1[F:12])=[O:19]. Reported procedure: Into a reaction flask containing 1.9 grams (11.0 mmol) of 2,5-dimethyl-6-chloro-4-aminophenol in 100 milliliters of dichloromethane was added 2.23 grams (12.2 mmol) of 2,6-difluorobenzoyl isocyanate. After stirring at ambient temperature for one hour, the resulting precipitate was filtered to afford 3.44 grams of 1-(2,5-dimethyl-3-chloro-4-hydroxyphenyl)-3-(2,6-difluorobenzoyl)urea having a melting point of 218° C.-219° C. Elemental analysis of the product indicated the following: Reactants: [Br-].O=C(CC1C(CCC2=CC=CC=C12)=[N+]1CCCC1)C1=CC=CC=C1 (1-[3,4-dihydro-1-(2-oxo-2-phenylethyl)-2(1H)-naphthalenylidene]pyrrolidinium bromide), 1-phenacyl-2-(1-pyrrolidino)-3,4-dihydronaphthalene hydrobromide, NC1=CC=C(C(C(=O)O)=C1)O (5-aminosalicylic acid). Run in C(C)(=O)O (acetic acid), C(C)(=O)O (acetic acid). Reaction conditions: temperature 60 celsius. Yields the product C(=O)(O)C=1C=C(C=CC1O)N1C(=CC=2C3=C(CCC12)C=CC=C3)C3=CC=CC=C3 (3-(3-carboxy-4-hydroxyphenyl)-4,5-dihydro-2-phenylbenz[e]indole). As a reaction SMILES: [NH2:1][C:2]1[CH:10]=[C:6]([C:7]([OH:9])=[O:8])[C:5]([OH:11])=[CH:4][CH:3]=1.[Br-].O=[C:14]([C:31]1[CH:36]=[CH:35][CH:34]=[CH:33][CH:32]=1)[CH2:15][CH:16]1[C:25]2[C:20](=[CH:21][CH:22]=[CH:23][CH:24]=2)[CH2:19][CH2:18][C:17]1=[N+]1CCCC1>C(O)(=O)C>[C:7]([C:6]1[CH:10]=[C:2]([N:1]2[C:17]3[CH2:18][CH2:19][C:20]4[CH:21]=[CH:22][CH:23]=[CH:24][C:25]=4[C:16]=3[CH:15]=[C:14]2[C:31]2[CH:36]=[CH:35][CH:34]=[CH:33][CH:32]=2)[CH:3]=[CH:4][C:5]=1[OH:11])([OH:9])=[O:8] |f:1.2|. Procedure details: 304 g of 5-aminosalicylic acid are added to 3800 ml of acetic acid while stirring. The stirred suspension is heated to 60° C. and 791 g of tautomeric 1-[3,4-dihydro-1-(2-oxo-2-phenylethyl)-2(1H)-naphthalenylidene]pyrrolidinium bromide in equilibrium with 1-phenacyl-2-(1-pyrrolidino)-3,4-dihydronaphthalene hydrobromide are added. An additional 150 ml of acetic acid are added to the reaction mixture, which is stirred at 70° C. for 3 to 4 hours and then cooled to ambient temperature. A solid appear... The reactants are CCO, N#Cc1cc([N+](=O)[O-])c(F)cc1F, N. Yields the product N#Cc1cc([N+](=O)[O-])c(N)cc1F. As a reaction SMILES: [CH3:15][CH2:16][OH:17].[F:1][c:2]1[c:3]([C:4]#[N:5])[cH:6][c:7]([N+:11](=[O:12])[O-:13])[c:8]([F:10])[cH:9]1.[NH3:14]>>[F:1][c:2]1[c:3]([C:4]#[N:5])[cH:6][c:7]([N+:11](=[O:12])[O-:13])[c:8]([NH2:14])[cH:9]1. The reactants are C([O-])([O-])=O.[K+].[K+] (potassium carbonate), IC1=C(C(=O)O)C=CC=C1 (o-iodobenzoic acid), NC1=CC(=NN1C)C (5-amino-1,3-dimethyl pyrazole). Reagents/catalysts: [Cu] (copper). The solvent is O (water), O (water). Product: CN1N=C(C=C1NC=1C(C(=O)O)=CC=CC1)C (N-(1,3-dimethyl-5-pyrazolyl)anthanilic acid). RXN SMILES: C(=O)([O-])[O-].[K+].[K+].I[C:8]1[CH:16]=[CH:15][CH:14]=[CH:13][C:9]=1[C:10]([OH:12])=[O:11].[NH2:17][C:18]1[N:22]([CH3:23])[N:21]=[C:20]([CH3:24])[CH:19]=1>[Cu].O>[CH3:23][N:22]1[C:18]([NH:17][C:8]2[C:9](=[CH:13][CH:14]=[CH:15][CH:16]=2)[C:10]([OH:12])=[O:11])=[CH:19][C:20]([CH3:24])=[N:21]1 |f:0.1.2|. Procedure details: To a solution of 4.84 grams of potassium carbonate in 18 ml. of water were added in succession 8.0 grams of o-iodobenzoic acid, 3.88 grams of 5-amino-1,3-dimethyl pyrazole and 0.8 gram of the copper catalyst. The mixture was stirred at reflux for 5 hours. There was then added an additional 50 milliliters of water, the mixture being refluxed an additional 30 minutes and then filtered through diatomaceous earth. The filtrate was digested with decolorizing carbon, heated to reflux and filtered. The...